This data is from the Open Reaction Database (ORD), a public repository of structured organic reaction records. The task is: describe an organic reaction: reactants, conditions, products, and yield Starting materials: O (water), C([O-])([O-])=O.[K+].[K+] (potassium carbonate), IC (iodomethane), NC1=C(C(=CC2=C1NC(CO2)=O)F)N2C(NC(=CC2=O)C(F)(F)F)=O (3-[5-Amino-7-fluoro-2H-1,4-benzoxazine-3(4H)-on-6-yl]-6-trifluoromethyl-2,4-(1H, 3H)-pyrimidinedione). The solvent is C(C)(=O)OCC (ethyl acetate), CN(C)C=O (DMF). Run at time 2 hour. The product is NC1=C(C(=CC2=C1NC(CO2)=O)F)N2C(N(C(=CC2=O)C(F)(F)F)C)=O (3-[5-amino-7-fluoro-2H-1,4-benzoxazine-3(4H)-on-6-yl]-1-methyl-6-trifluoromethyl-2,4-(1H,3H)-pyrimidinedione). Isolated yield 79.4%. Reaction SMILES: [NH2:1][C:2]1[C:7]2[NH:8][C:9](=[O:12])[CH2:10][O:11][C:6]=2[CH:5]=[C:4]([F:13])[C:3]=1[N:14]1[C:19](=[O:20])[CH:18]=[C:17]([C:21]([F:24])([F:23])[F:22])[NH:16][C:15]1=[O:25].[C:26](=O)([O-])[O-].[K+].[K+].IC.O>CN(C=O)C.C(OCC)(=O)C>[NH2:1][C:2]1[C:7]2[NH:8][C:9](=[O:12])[CH2:10][O:11][C:6]=2[CH:5]=[C:4]([F:13])[C:3]=1[N:14]1[C:19](=[O:20])[CH:18]=[C:17]([C:21]([F:24])([F:23])[F:22])[N:16]([CH3:26])[C:15]1=[O:25] |f:1.2.3|. Reported procedure: 3-[5-Amino-7-fluoro-2H-1,4-benzoxazine-3(4H)-on-6-yl]-6-trifluoromethyl-2,4-(1H, 3H)-pyrimidinedione (4.0 g) was dissolved in DMF (200 ml) containing potassium carbonate (5 g) and iodomethane (10 ml). After stirring for 2 hr, water (150 ml) and ethyl acetate (200 ml) were added. The organic phase was washed with water (50 ml×3) and brine (50 ml), dried over sodium sulfate. After filtration and evaporation, the residue was recrystallized from methylene chloride and hexane to afford the title comp... The reactants are CN1C([CH2+]=C(C=C1)C1=CC=C(C=C1)C)[O-] (1-Methyl-4-(p-tolyl)-3-pyridiniumolate), C(=C)[S@@](=O)C1=CC=C(C=C1)C ((+)-(R)-p-tolyl vinyl sulphoxide), O1CCOCC1 (dioxane). The product is C12C(C=CC(CC1)N2)=O (8-azabicyclo[3.2.1]oct-3-en-2-one). As a reaction SMILES: C[N:2]1[CH:7]=[CH:6][C:5](C2C=CC(C)=CC=2)=[CH2+:4][CH:3]1[O-].C([S@](C1C=CC(C)=CC=1)=O)=C.[O:27]1[CH2:32][CH2:31]OCC1>>[CH:3]12[NH:2][CH:7]([CH2:5][CH2:4]1)[CH:6]=[CH:31][C:32]2=[O:27]. Reported procedure: A solution of 1-methyl-4-(p-tolyl)-3-pyridiniumolate 26 (1.86 g, 8.37 mmol) and (+)-(R)-p-tolyl vinyl sulphoxide (1.07 g, 6.45 mmol) in dioxane (50 mL) was allowed to reflux for 20 hours. The resulting reaction mixture was concentrated under reduced pressure, purified by silica gel flash chromatography, and recrystallized from EtOAc to give the compound 29 as a white solid: [α]25D −47° (c 0.8, CH2Cl2); Rf0.6 (EtOAc); mp 188° C.